Dataset: the Open Reaction Database (ORD), a public repository of structured organic reaction records. Task: describe an organic reaction: reactants, conditions, products, and yield Reactants: C(C)OC(=O)C=1C=C2C(C(C(NC2=CC1)C1=CC(=CC(=C1)OC)Br)(C)C)O (2-(3-bromo-5-methoxy-phenyl)-4-hydroxy-3,3-dimethyl-1,2,3,4-tetrahydro-quinoline-6-carboxylic acid ethyl ester), C(C)[SiH](CC)CC (triethylsilane). The solvent is FC(C(=O)O)(F)F (trifluoroacetic acid). The yield is 52.1%. Reaction SMILES: [CH2:1]([O:3][C:4]([C:6]1[CH:7]=[C:8]2[C:13](=[CH:14][CH:15]=1)[NH:12][CH:11]([C:16]1[CH:21]=[C:20]([O:22][CH3:23])[CH:19]=[C:18]([Br:24])[CH:17]=1)[C:10]([CH3:26])([CH3:25])[CH:9]2O)=[O:5])[CH3:2].C([SiH](CC)CC)C>FC(F)(F)C(O)=O>[CH2:1]([O:3][C:4]([C:6]1[CH:7]=[C:8]2[C:13](=[CH:14][CH:15]=1)[NH:12][CH:11]([C:16]1[CH:21]=[C:20]([O:22][CH3:23])[CH:19]=[C:18]([Br:24])[CH:17]=1)[C:10]([CH3:25])([CH3:26])[CH2:9]2)=[O:5])[CH3:2]. Product: C(C)OC(=O)C=1C=C2CC(C(NC2=CC1)C1=CC(=CC(=C1)OC)Br)(C)C (2-(3-bromo-5-methoxy-phenyl)-3,3-dimethyl-1,2,3,4-tetrahydro-quinoline-6-carboxylic acid ethyl ester). Run at temperature 25 celsius, time 1 hour. Procedure details: To a mixture of 2-(3-bromo-5-methoxy-phenyl)-4-hydroxy-3,3-dimethyl-1,2,3,4-tetrahydro-quinoline-6-carboxylic acid ethyl ester (5.4 g, 12.4 mmol) and triethylsilane (10 mL) at 25° C. was added trifluoroacetic acid (10 mL) dropwise. The resulting mixture was stirred at 25° C. for 1 h. Then the reaction mixture was concentrated in vacuo and the residue was extracted with ethyl acetate (2×100 mL), washed with saturated aqueous sodium bicarbonate solution (2×50 mL), dried over anhydrous sodium sulfa... The reactants are [Al+3], CCOC(=O)NC1CCCC1COc1ccc(C(C)(C)c2ccc(F)cc2)cc1, CCOCC, Cl, [H-], [H-], [H-], [H-], [Li+]. Product: CNC1CCCC1COc1ccc(C(C)(C)c2ccc(F)cc2)cc1, Cl. RXN SMILES: [Al+3:2].[CH2:7]([O:8][C:10](=[O:9])[NH:12][CH:13]1[CH:14]([CH2:18][O:19][c:20]2[cH:21][cH:22][c:23]([C:26]([CH3:27])([CH3:28])[c:29]3[cH:30][cH:31][c:32]([F:35])[cH:33][cH:34]3)[cH:24][cH:25]2)[CH2:15][CH2:16][CH2:17]1)[CH3:11].[CH3:37][CH2:38][O:39][CH2:40][CH3:41].[ClH:36].[H-:1].[H-:4].[H-:5].[H-:6].[Li+:3]>>[CH3:10][NH:12][CH:13]1[CH:14]([CH2:18][O:19][c:20]2[cH:21][cH:22][c:23]([C:26]([CH3:27])([CH3:28])[c:29]3[cH:30][cH:31][c:32]([F:35])[cH:33][cH:34]3)[cH:24][cH:25]2)[CH2:15][CH2:16][CH2:17]1.[ClH:36]. The reactants are CC(C)C(NC(=O)Oc1ccccc1)C(=O)OCc1ccccc1, C1COCCO1, CNCc1ccccn1. Product: CC(C)C(NC(=O)N(C)Cc1ccccn1)C(=O)OCc1ccccc1. RXN SMILES: [CH2:10]([c:11]1[cH:12][cH:13][cH:14][cH:15][cH:16]1)[O:17][C:18]([CH:19]([NH:20][C:21]([O:23][c:22]1[cH:24][cH:25][cH:26][cH:27][cH:28]1)=[O:29])[CH:30]([CH3:31])[CH3:32])=[O:33].[CH2:34]1[O:35][CH2:36][CH2:37][O:38][CH2:39]1.[CH3:1][NH:2][CH2:3][c:4]1[cH:5][cH:6][cH:7][cH:8][n:9]1>>[CH3:1][N:2]([CH2:3][c:4]1[cH:5][cH:6][cH:7][cH:8][n:9]1)[C:21]([NH:20][CH:19]([C:18]([O:17][CH2:10][c:11]1[cH:12][cH:13][cH:14][cH:15][cH:16]1)=[O:33])[CH:30]([CH3:31])[CH3:32])=[O:23]. Starting materials: NCC1CCCCC1, O, O=C1CCC(c2ccccc2)CC1, c1ccccc1. Yields the product c1ccc(C2CCC(NCC3CCCCC3)CC2)cc1. Reaction SMILES: [CH:14]1([CH2:20][NH2:21])[CH2:15][CH2:16][CH2:17][CH2:18][CH2:19]1.[OH2:22].[c:1]1([CH:7]2[CH2:8][CH2:9][C:10](=[O:13])[CH2:11][CH2:12]2)[cH:2][cH:3][cH:4][cH:5][cH:6]1.[cH:23]1[cH:24][cH:25][cH:26][cH:27][cH:28]1>>[c:1]1([CH:7]2[CH2:8][CH2:9][CH:10]([NH:21][CH2:20][CH:14]3[CH2:15][CH2:16][CH2:17][CH2:18][CH2:19]3)[CH2:11][CH2:12]2)[cH:2][cH:3][cH:4][cH:5][cH:6]1. The reactants are complex, OO (H2O2), C=CC1=CC=CC=C1 (styrene), C(O)([O-])=O.[Na+] (sodium hydrogen carbonate). Solvent: C(Cl)Cl (CH2Cl2), O (water). Run at time 10 minute. Product: C1C(C2=CC=CC=C2)O1 (styrene oxide). Yield: 54.0%. Reaction SMILES: [CH2:1]=[CH:2][C:3]1[CH:8]=[CH:7][CH:6]=[CH:5][CH:4]=1.C(=O)([O-])[OH:10].[Na+].OO>C(Cl)Cl.O>[CH2:1]1[O:10][CH:2]1[C:3]1[CH:8]=[CH:7][CH:6]=[CH:5][CH:4]=1 |f:1.2|. Procedure: 0.0178 g (0.02 mmol) of the complex salt as described in Preparative Example 1 was added to a mixture of 0.208 g (2 mmol) of styrene in 20 ml of CH2Cl2 and 1.68 g (20 mmol) of sodium hydrogen carbonate in 20 ml of water. After a reaction time at room temperature of 10 minutes, 20 ml of H2O2 (30% strength) was added slowly over a period of 2.5 hours, with the temperature rising to 28° C. After a further 22 hours, the reaction was complete. The layers were separated and the organic phase was evapo... Reactants: C(=NC1CCCCC1)=NC1CCCCC1, CN(C)c1ccncc1, ClCCl, CCC(C)(C)C(=O)C(=O)N1CCCCC1C(=O)O, CC(C)(C)OC(=O)COc1cccc(C(O)CCc2cccnc2)c1. The product is CCC(C)(C)C(=O)C(=O)N1CCCCC1C(=O)OC(CCc1cccnc1)c1cccc(OCC(=O)OC(C)(C)C)c1. Reaction SMILES: [CH2:44]1[CH2:45][CH2:46][CH:47]([N:48]=[C:49]=[N:50][CH:51]2[CH2:52][CH2:53][CH2:54][CH2:55][CH2:56]2)[CH2:57][CH2:58]1.[CH3:62][N:63]([CH3:64])[c:65]1[cH:66][cH:67][n:68][cH:69][cH:70]1.[Cl:59][CH2:60][Cl:61].[O:26]=[C:27]([C:28]([C:29]([CH2:30][CH3:31])([CH3:32])[CH3:33])=[O:34])[N:35]1[CH:36]([C:41](=[O:42])[OH:43])[CH2:37][CH2:38][CH2:39][CH2:40]1.[n:1]1[cH:2][c:3]([CH2:7][CH2:8][CH:9]([OH:10])[c:11]2[cH:12][c:13]([O:17][CH2:18][C:19](=[O:20])[O:21][C:22]([CH3:23])([CH3:24])[CH3:25])[cH:14][cH:15][cH:16]2)[cH:4][cH:5][cH:6]1>>[n:1]1[cH:2][c:3]([CH2:7][CH2:8][CH:9]([O:10][C:41]([CH:36]2[N:35]([C:27](=[O:26])[C:28]([C:29]([CH2:30][CH3:31])([CH3:32])[CH3:33])=[O:34])[CH2:40][CH2:39][CH2:38][CH2:37]2)=[O:42])[c:11]2[cH:12][c:13]([O:17][CH2:18][C:19](=[O:20])[O:21][C:22]([CH3:23])([CH3:24])[CH3:25])[cH:14][cH:15][cH:16]2)[cH:4][cH:5][cH:6]1.